From a dataset of the Open Reaction Database (ORD), a public repository of structured organic reaction records. describe an organic reaction: reactants, conditions, products, and yield Starting materials: C=O, COc1c(N2CCNC(C)C2)c(F)cc2c(=O)c(C(=O)O)cn(C3CC3)c12, O=CO, Cl. Product: COc1c(N2CCN(C)C(C)C2)c(F)cc2c(=O)c(C(=O)O)cn(C3CC3)c12, Cl. As a reaction SMILES: [CH2:32]=[O:33].[CH:1]1([n:4]2[cH:5][c:6]([C:25](=[O:26])[OH:27])[c:7](=[O:24])[c:8]3[cH:9][c:10]([F:23])[c:11]([N:16]4[CH2:17][CH:18]([CH3:22])[NH:19][CH2:20][CH2:21]4)[c:12]([O:14][CH3:15])[c:13]23)[CH2:2][CH2:3]1.[CH:29]([OH:30])=[O:31].[ClH:28]>>[CH:1]1([n:4]2[cH:5][c:6]([C:25](=[O:26])[OH:27])[c:7](=[O:24])[c:8]3[cH:9][c:10]([F:23])[c:11]([N:16]4[CH2:17][CH:18]([CH3:22])[N:19]([CH3:29])[CH2:20][CH2:21]4)[c:12]([O:14][CH3:15])[c:13]23)[CH2:2][CH2:3]1.[ClH:28]. The reactants are [F-].C(CCC)[N+](CCCC)(CCCC)CCCC (Tetrabutylammonium fluoride), C(C)C(COC1=CC=C(C=C1)C#C[Si](C)(C)C)CCCC ([4-(2-Ethylhexyloxy)phenylethynyl]trimethylsilane). Solvent: O1CCCC1 (tetrahydrofuran). Run at time 100 minute. Product: C(C)C(COC1=CC=C(C=C1)C#C)CCCC (1-(2-Ethylhexyloxy)-4-ethynylbenzene). Isolated yield 64.5%. Reaction SMILES: [F-].C([N+](CCCC)(CCCC)CCCC)CCC.[CH2:19]([CH:21]([CH2:36][CH2:37][CH2:38][CH3:39])[CH2:22][O:23][C:24]1[CH:29]=[CH:28][C:27]([C:30]#[C:31][Si](C)(C)C)=[CH:26][CH:25]=1)[CH3:20]>O1CCCC1>[CH2:19]([CH:21]([CH2:36][CH2:37][CH2:38][CH3:39])[CH2:22][O:23][C:24]1[CH:25]=[CH:26][C:27]([C:30]#[CH:31])=[CH:28][CH:29]=1)[CH3:20] |f:0.1|. Procedure: Tetrabutylammonium fluoride (1.0 M in tetrahydrofuran, 13.2 mL, 13.2 mmol) was added to a stirred solution of [4-(2-ethylhexyloxy)phenylethynyl]trimethylsilane (3) (2.59 g, 13.2 mmol) in tetrahydrofuran (70 mL) and the solution stirred under nitrogen at room temperature for 100 min. The solvent was removed and the residue passed through a plug of silica with dichloromethane—light petroleum (1:9) as eluent to give 1-(2-ethylhexyloxy)-4-ethynylbenzene (4) (1.96 g, 99%) as a pale yellow-brown oil. ...